Dataset: the Open Reaction Database (ORD), a public repository of structured organic reaction records. Task: describe an organic reaction: reactants, conditions, products, and yield The reactants are C(C1=CC=CC=C1)OC1=CC(=CC2=C1N(C(=N2)C)CCOC)C(=O)O (7-(Benzyloxy)-1-(2-methoxyethyl)-2-methyl-1H-benzimidazole-5-carboxylic acid), CNCCO (2-(methylamino)ethanol). Yields the product C(C1=CC=CC=C1)OC1=CC(=CC2=C1N(C(=N2)C)CCOC)C(=O)N(C)CCO (7-(Benzyloxy)-N-(2-hydroxyethyl)-1-(2-methoxyethyl)-N,2-dimethyl-1H-benzimidazole-5-carboxamide). Isolated yield 99.0%. As a reaction SMILES: [CH2:1]([O:8][C:9]1[C:14]2[N:15]([CH2:19][CH2:20][O:21][CH3:22])[C:16]([CH3:18])=[N:17][C:13]=2[CH:12]=[C:11]([C:23]([OH:25])=O)[CH:10]=1)[C:2]1[CH:7]=[CH:6][CH:5]=[CH:4][CH:3]=1.[CH3:26][NH:27][CH2:28][CH2:29][OH:30]>>[CH2:1]([O:8][C:9]1[C:14]2[N:15]([CH2:19][CH2:20][O:21][CH3:22])[C:16]([CH3:18])=[N:17][C:13]=2[CH:12]=[C:11]([C:23]([N:27]([CH2:28][CH2:29][OH:30])[CH3:26])=[O:25])[CH:10]=1)[C:2]1[CH:3]=[CH:4][CH:5]=[CH:6][CH:7]=1. Procedure: The title compound was prepared as a white amorphous in 99% yield from 7-(benzyloxy)-1-(2-methoxyethyl)-2-methyl-1H-benzimidazole-5-carboxylic acid (5.00 g, 14.7 mmol, Step 5 of Example 1) and 2-(methylamino)ethanol (1.21 g, 16.2 mmol) by the same manner in Step 13 of Example 1.